From a dataset of the Open Reaction Database (ORD), a public repository of structured organic reaction records. describe an organic reaction: reactants, conditions, products, and yield The reactants are C(C1=CC=CC=C1)OC1=CC=C(C=C1)C1(CC2=C(C(=C(C(=C2C1)OC)OC)OC)OC)C(=O)OCC (ethyl 2-(4-benzyloxyphenyl)-4,5,6,7-tetramethoxy-2-indancarboxylate). Reagents/catalysts: [C].[Pd] (palladium-carbon). Run in C(C)O (ethanol). Conditions: time 4 hour. Product: OC1=CC=C(C=C1)C1(CC2=C(C(=C(C(=C2C1)OC)OC)OC)OC)C(=O)OCC (Ethyl 2-(4-hydroxyphenyl)-4,5,6,7-tetramethoxy-2-indancarboxylate). The yield is 95.1%. As a reaction SMILES: C([O:8][C:9]1[CH:14]=[CH:13][C:12]([C:15]2([C:32]([O:34][CH2:35][CH3:36])=[O:33])[CH2:23][C:22]3[C:17](=[C:18]([O:30][CH3:31])[C:19]([O:28][CH3:29])=[C:20]([O:26][CH3:27])[C:21]=3[O:24][CH3:25])[CH2:16]2)=[CH:11][CH:10]=1)C1C=CC=CC=1>[C].[Pd].C(O)C>[OH:8][C:9]1[CH:10]=[CH:11][C:12]([C:15]2([C:32]([O:34][CH2:35][CH3:36])=[O:33])[CH2:16][C:17]3[C:22](=[C:21]([O:24][CH3:25])[C:20]([O:26][CH3:27])=[C:19]([O:28][CH3:29])[C:18]=3[O:30][CH3:31])[CH2:23]2)=[CH:13][CH:14]=1 |f:1.2|. Reported procedure: An ethanol (5.0 ml) suspension of ethyl 2-(4-benzyloxyphenyl)-4,5,6,7-tetramethoxy-2-indancarboxylate (105 mg, 0.213 mmols) and 10% palladium-carbon (32 mg) was stirred under a hydrogen pressure of one atmosphere at room temperature for 4 hours. The palladium-carbon was removed by filtration, and the filtrate was concentrated in vacuo to obtain the entitled compound (81.5 mg) as an oil.